From a dataset of the Open Reaction Database (ORD), a public repository of structured organic reaction records. describe an organic reaction: reactants, conditions, products, and yield Reactants: [Cl-].[Na+] (sodium chloride), C(C1=CC=CC=C1)OC=1C(=C2C=C(NC2=CC1)C(=O)OCC)C (ethyl 5-benzyloxy-4-methyl-1H-indole-2-carboxylate), [H-].[Na+] (sodium hydride), CI (methyl iodide). The solvent is CN(C=O)C (N,N-dimethylformamide). Conditions: time 30 minute. The product is C(C1=CC=CC=C1)OC=1C(=C2C=C(N(C2=CC1)C)C(=O)OCC)C (ethyl 5-benzyloxy-1,4-dimethyl-1H-indole-2-carboxylate). Isolated yield 96.6%. Reaction SMILES: [CH2:1]([O:8][C:9]1[C:10]([CH3:23])=[C:11]2[C:15](=[CH:16][CH:17]=1)[NH:14][C:13]([C:18]([O:20][CH2:21][CH3:22])=[O:19])=[CH:12]2)[C:2]1[CH:7]=[CH:6][CH:5]=[CH:4][CH:3]=1.[H-].[Na+].[CH3:26]I.[Cl-].[Na+]>CN(C)C=O>[CH2:1]([O:8][C:9]1[C:10]([CH3:23])=[C:11]2[C:15](=[CH:16][CH:17]=1)[N:14]([CH3:26])[C:13]([C:18]([O:20][CH2:21][CH3:22])=[O:19])=[CH:12]2)[C:2]1[CH:3]=[CH:4][CH:5]=[CH:6][CH:7]=1 |f:1.2,4.5|. Procedure details: A mixture of ethyl 5-benzyloxy-4-methyl-1H-indole-2-carboxylate (3.50 g, 11.3 mmol), 60% sodium hydride (0.45 g, 11.3 mmol) and N,N-dimethylformamide (70 ml) was stirred at room temperature for 30 minutes, and then methyl iodide (3.21 g, 22.6 mmol) was added dropwise thereto, followed by stirring at room temperature for another 2.5 hours. The reaction mixture was poured into a 5% aqueous sodium chloride solution and extracted twice with ethyl acetate, and the extract solution was washed with a 5... The reactants are CC(C)(C)OC(=O)N(Cc1ccccc1)C12CCC(C=O)(CC1)CC2, C1CCOC1, [Li]CCCC, CCOC(C)=O, [Cl-], CC(C)[Si](C(C)C)(C(C)C)n1ccc2c(I)c(Cl)cnc21, [NH4+]. The product is CC(C)[Si](C(C)C)(C(C)C)n1ccc2c(C(O)C34CCC(N(Cc5ccccc5)C(=O)OC(C)(C)C)(CC3)CC4)c(Cl)cnc21. As a reaction SMILES: [CH2:27]([c:28]1[cH:29][cH:30][cH:31][cH:32][cH:33]1)[N:34]([C:35]([O:36][C:37]([CH3:38])([CH3:39])[CH3:40])=[O:41])[C:42]12[CH2:43][CH2:44][C:45]([CH:50]=[O:51])([CH2:46][CH2:47]1)[CH2:48][CH2:49]2.[CH2:54]1[O:55][CH2:56][CH2:57][CH2:58]1.[CH3:22][CH2:23][CH2:24][CH2:25][Li:26].[CH3:59][CH2:60][O:61][C:62]([CH3:63])=[O:64].[Cl-:52].[Cl:1][c:2]1[c:3]([I:21])[c:4]2[c:5]([n:6][cH:7]1)[n:8]([Si:11]([CH:12]([CH3:13])[CH3:14])([CH:15]([CH3:16])[CH3:17])[CH:18]([CH3:19])[CH3:20])[cH:9][cH:10]2.[NH4+:53]>>[Cl:1][c:2]1[c:3]([CH:50]([C:45]23[CH2:44][CH2:43][C:42]([N:34]([CH2:27][c:28]4[cH:29][cH:30][cH:31][cH:32][cH:33]4)[C:35]([O:36][C:37]([CH3:38])([CH3:39])[CH3:40])=[O:41])([CH2:47][CH2:46]2)[CH2:49][CH2:48]3)[OH:51])[c:4]2[c:5]([n:6][cH:7]1)[n:8]([Si:11]([CH:12]([CH3:13])[CH3:14])([CH:15]([CH3:16])[CH3:17])[CH:18]([CH3:19])[CH3:20])[cH:9][cH:10]2. The reactants are OCCO, Cc1ccc(NC2(C(N)=O)CCN(Cc3ccccc3)CC2)cc1, Cl, [K+], [Na+], [OH-], [OH-], O. Yields the product Cc1ccc(NC2(C(=O)O)CCN(Cc3ccccc3)CC2)cc1. RXN SMILES: [CH2:31]([OH:32])[CH2:33][OH:34].[CH3:1][c:2]1[cH:3][cH:4][c:5]([NH:8][C:9]2([C:22](=[O:23])[NH2:24])[CH2:10][CH2:11][N:12]([CH2:15][c:16]3[cH:17][cH:18][cH:19][cH:20][cH:21]3)[CH2:13][CH2:14]2)[cH:6][cH:7]1.[ClH:27].[K+:26].[Na+:29].[OH-:25].[OH-:28].[OH2:30]>>[CH3:1][c:2]1[cH:3][cH:4][c:5]([NH:8][C:9]2([C:22](=[O:23])[OH:25])[CH2:10][CH2:11][N:12]([CH2:15][c:16]3[cH:17][cH:18][cH:19][cH:20][cH:21]3)[CH2:13][CH2:14]2)[cH:6][cH:7]1. Reactants: C(C)(C)(C)OC(CC1(CC(=NO1)C1=CC(=CC(=C1)C)OC(C1=CC=C(C=C1)NC(=N)N)=O)C(=O)OC(C)(C)C)=O (tert-butyl 5-(2-tert-butoxy-2-oxoethyl)-3-(3-((4-carbamimidamidobenzoyl)oxy)-5-methylphenyl)-4,5-dihydro-1,2-oxazole-5-carboxylate), C(=O)(C(F)(F)F)O (TFA). Run at time 8 hour. The product is FC(C(=O)O)(F)F.N(C(=N)N)C1=CC=C(C(=O)OC=2C=C(C=C(C2)C)C2=NOC(C2)(C(=O)O)CC(=O)O)C=C1 (3-(3-((4-Carbamimidamidobenzoyl)oxy)-5-methylphenyl)-5-(carboxymethyl)-4,5-dihydro-1,2-oxazole-5-carboxylic acid trifluoroacetate). Reaction SMILES: C([O:5][C:6](=[O:40])[CH2:7][C:8]1([C:33]([O:35]C(C)(C)C)=[O:34])[O:12][N:11]=[C:10]([C:13]2[CH:18]=[C:17]([CH3:19])[CH:16]=[C:15]([O:20][C:21](=[O:32])[C:22]3[CH:27]=[CH:26][C:25]([NH:28][C:29]([NH2:31])=[NH:30])=[CH:24][CH:23]=3)[CH:14]=2)[CH2:9]1)(C)(C)C.[C:41]([OH:47])([C:43]([F:46])([F:45])[F:44])=[O:42]>>[F:44][C:43]([F:46])([F:45])[C:41]([OH:47])=[O:42].[NH:28]([C:25]1[CH:24]=[CH:23][C:22]([C:21]([O:20][C:15]2[CH:14]=[C:13]([C:10]3[CH2:9][C:8]([CH2:7][C:6]([OH:40])=[O:5])([C:33]([OH:35])=[O:34])[O:12][N:11]=3)[CH:18]=[C:17]([CH3:19])[CH:16]=2)=[O:32])=[CH:27][CH:26]=1)[C:29]([NH2:31])=[NH:30] |f:2.3|. Procedure: A mixture of tert-butyl 5-(2-tert-butoxy-2-oxoethyl)-3-(3-((4-carbamimidamidobenzoyl)oxy)-5-methylphenyl)-4,5-dihydro-1,2-oxazole-5-carboxylate (407 mg) and TFA (4 mL) was stirred overnight at room temperature. The reaction mixture was concentrated under reduced pressure, and then, the residue was washed with diethyl ether to obtain the title compound (289 mg).